From a dataset of the Open Reaction Database (ORD), a public repository of structured organic reaction records. describe an organic reaction: reactants, conditions, products, and yield Reactants: CC(C)(C)OCCCON1C(=O)c2ccccc2C1=O, CO, ClCCl, NN, O. The product is CC(C)(C)OCCCON. RXN SMILES: [C:4]([CH3:5])([CH3:6])([CH3:7])[O:8][CH2:9][CH2:10][CH2:11][O:12][N:13]1[C:14](=[O:15])[c:16]2[c:17]([cH:18][cH:19][cH:20][cH:21]2)[C:22]1=[O:23].[CH3:24][OH:25].[Cl:26][CH2:27][Cl:28].[NH2:2][NH2:3].[OH2:1]>>[C:4]([CH3:5])([CH3:6])([CH3:7])[O:8][CH2:9][CH2:10][CH2:11][O:12][NH2:13]. Starting materials: O=C([O-])[O-], CC#N, N#Cc1ccc(F)cc1C(F)(F)F, [K+], [K+], NC1CCC(O)CC1, O. Yields the product N#Cc1ccc(NC2CCC(O)CC2)cc1C(F)(F)F. Reaction SMILES: [C:1](=[O:2])([O-:3])[O-:4].[CH3:29][C:30]#[N:31].[F:7][c:8]1[cH:9][c:10]([C:16]([F:17])([F:18])[F:19])[c:11]([C:12]#[N:13])[cH:14][cH:15]1.[K+:5].[K+:6].[NH2:20][CH:21]1[CH2:22][CH2:23][CH:24]([OH:27])[CH2:25][CH2:26]1.[OH2:28]>>[c:8]1([NH:20][CH:21]2[CH2:22][CH2:23][CH:24]([OH:27])[CH2:25][CH2:26]2)[cH:9][c:10]([C:16]([F:17])([F:18])[F:19])[c:11]([C:12]#[N:13])[cH:14][cH:15]1. Starting materials: NC1=NC=CC(=C1N)N[C@H]1[C@H]([C@@H]2C=C[C@H]1C2)C(=O)N ((1S,2S,3R,4R)-3-(2,3-Diamino-pyridin-4-ylamino)-bicyclo[2.2.1]hept-5-ene-2-carboxylic acid amide), CN(C=1C=C(C=O)C=CC1)C (3-dimethylamino-benzaldehyde), C(C)(=O)[O-].[NH4+] (ammonium acetate). The solvent is C(C)O (ethanol). The product is CN(C=1C=C(C=CC1)C1=NC=2C(=NC=CC2N[C@H]2[C@H]([C@@H]3C=C[C@H]2C3)C(=O)N)N1)C ((1S,2S,3R,4R)-3-[2-(3-Dimethylamino-phenyl)-3H-imidazo[4,5-b]pyridin-7-ylamino]-bicyclo[2.2.1]hept-5-ene-2-carboxylic acid amide). The yield is 37.3%. Reaction SMILES: [NH2:1][C:2]1[C:7]([NH2:8])=[C:6]([NH:9][C@@H:10]2[C@@H:15]3[CH2:16][C@@H:12]([CH:13]=[CH:14]3)[C@@H:11]2[C:17]([NH2:19])=[O:18])[CH:5]=[CH:4][N:3]=1.[CH3:20][N:21]([CH3:30])[C:22]1[CH:23]=[C:24]([CH:27]=[CH:28][CH:29]=1)[CH:25]=O.C([O-])(=O)C.[NH4+]>C(O)C>[CH3:20][N:21]([CH3:30])[C:22]1[CH:23]=[C:24]([C:25]2[NH:1][C:2]3=[N:3][CH:4]=[CH:5][C:6]([NH:9][C@@H:10]4[C@@H:15]5[CH2:16][C@@H:12]([CH:13]=[CH:14]5)[C@@H:11]4[C:17]([NH2:19])=[O:18])=[C:7]3[N:8]=2)[CH:27]=[CH:28][CH:29]=1 |f:2.3|. Procedure: (1S,2S,3R,4R)-3-(2,3-Diamino-pyridin-4-ylamino)-bicyclo[2.2.1]hept-5-ene-2-carboxylic acid amide (50.0 mg, 0.193 mmol) and 3-dimethylamino-benzaldehyde (31.6 mg, 0.212 mmol) were combined with ammonium acetate (29.7 mg, 0.386 mmol) and heated in ethanol (2.5 mL) at 70° C. for 18 h. The reaction mixture was concentrated and chromatographed by reverse phase preparative HPLC. The desired fractions were neutralized with bicarb solution and extracted into EtOAc. The organic layer was dried over MgSO4...